This data is from the Open Reaction Database (ORD), a public repository of structured organic reaction records. The task is: describe an organic reaction: reactants, conditions, products, and yield Yields the product CC(C)(C)[Si](C)(C)OCCCC(Oc1ncnc2c1cnn2-c1ncccc1Cl)C(=O)Nc1ccc(Cl)cn1. As a reaction SMILES: [C:13]([CH3:14])([CH3:15])([CH3:16])[Si:17]([O:18][CH2:19][CH2:20][CH2:21][CH:22]([C:23](=[O:24])[O:25][CH3:26])[O:27][c:28]1[c:29]2[c:30]([n:31][cH:32][n:33]1)[n:34](-[c:37]1[n:38][cH:39][cH:40][cH:41][c:42]1[Cl:43])[n:35][cH:36]2)([CH3:44])[CH3:45].[CH3:1][Al:2]([CH3:3])[CH3:4].[CH3:46][c:47]1[cH:48][cH:49][cH:50][cH:51][cH:52]1.[Cl:5][c:6]1[cH:7][cH:8][c:9]([NH2:12])[n:10][cH:11]1>>[Cl:5][c:6]1[cH:7][cH:8][c:9]([NH:12][C:23]([CH:22]([CH2:21][CH2:20][CH2:19][O:18][Si:17]([C:13]([CH3:14])([CH3:15])[CH3:16])([CH3:44])[CH3:45])[O:27][c:28]2[c:29]3[c:30]([n:31][cH:32][n:33]2)[n:34](-[c:37]2[n:38][cH:39][cH:40][cH:41][c:42]2[Cl:43])[n:35][cH:36]3)=[O:24])[n:10][cH:11]1. Starting materials: COC(=O)C(CCCO[Si](C)(C)C(C)(C)C)Oc1ncnc2c1cnn2-c1ncccc1Cl, C[Al](C)C, Cc1ccccc1, Nc1ccc(Cl)cn1. Reactants: CC(=O)O, COC(=O)c1ccc(C(=O)Nc2ccc(C(=O)O)cc2)cc1, CCO, NN, O, O. Product: NNC(=O)c1ccc(C(=O)Nc2ccc(C(=O)O)cc2)cc1. RXN SMILES: [C:26]([OH:27])(=[O:28])[CH3:29].[CH3:1][O:2][C:3](=[O:4])[c:5]1[cH:6][cH:7][c:8]([C:9](=[O:10])[NH:11][c:12]2[cH:13][cH:14][c:15]([C:16](=[O:17])[OH:18])[cH:19][cH:20]2)[cH:21][cH:22]1.[CH3:30][CH2:31][OH:32].[NH2:24][NH2:25].[OH2:23].[OH2:33]>>[O:2]=[C:3]([c:5]1[cH:6][cH:7][c:8]([C:9](=[O:10])[NH:11][c:12]2[cH:13][cH:14][c:15]([C:16](=[O:17])[OH:18])[cH:19][cH:20]2)[cH:21][cH:22]1)[NH:24][NH2:25]. Reactants: COC(=O)c1cc(N2CCSCC2)c(C(F)(F)F)cc1N, Cc1ccccc1, O=C(Cl)Cl. Yields the product COC(=O)c1cc(N2CCSCC2)c(C(F)(F)F)cc1N=C=O. RXN SMILES: [CH3:1][O:2][C:3]([c:4]1[c:5]([NH2:20])[cH:6][c:7]([C:16]([F:17])([F:18])[F:19])[c:8]([N:10]2[CH2:11][CH2:12][S:13][CH2:14][CH2:15]2)[cH:9]1)=[O:21].[CH3:26][c:27]1[cH:28][cH:29][cH:30][cH:31][cH:32]1.[Cl:22][C:23]([Cl:24])=[O:25]>>[CH3:1][O:2][C:3]([c:4]1[c:5]([N:20]=[C:23]=[O:25])[cH:6][c:7]([C:16]([F:17])([F:18])[F:19])[c:8]([N:10]2[CH2:11][CH2:12][S:13][CH2:14][CH2:15]2)[cH:9]1)=[O:21]. Starting materials: COc1ccc(CC2C(C(C)(O)c3ccccc3)CCCN2Cc2ccccc2)cc1, CN(C)C=O, Cl, [H][H]. Yields the product COc1ccc(CC2NCCCC2C(C)(O)c2ccccc2)cc1. RXN SMILES: [CH2:1]([c:2]1[cH:3][cH:4][cH:5][cH:6][cH:7]1)[N:8]1[CH:9]([CH2:23][c:24]2[cH:25][cH:26][c:27]([O:30][CH3:31])[cH:28][cH:29]2)[CH:10]([C:14]([OH:15])([c:16]2[cH:17][cH:18][cH:19][cH:20][cH:21]2)[CH3:22])[CH2:11][CH2:12][CH2:13]1.[CH3:35][N:36]([CH3:37])[CH:38]=[O:39].[ClH:32].[H:33][H:34]>>[NH:8]1[CH:9]([CH2:23][c:24]2[cH:25][cH:26][c:27]([O:30][CH3:31])[cH:28][cH:29]2)[CH:10]([C:14]([OH:15])([c:16]2[cH:17][cH:18][cH:19][cH:20][cH:21]2)[CH3:22])[CH2:11][CH2:12][CH2:13]1.